From a dataset of the Open Reaction Database (ORD), a public repository of structured organic reaction records. describe an organic reaction: reactants, conditions, products, and yield Reactants: C1CC2CNCCN2C1, CCN=C=NCCCN(C)C, CN(C)C=O, CC(C)N(c1cccc(C(=O)O)c1)S(=O)(=O)c1cccc(C(F)(F)F)c1, ClCCl, ClCCl, O, On1nnc2ccccc21. The product is CC(C)N(c1cccc(C(=O)N2CCN3CCCC3C2)c1)S(=O)(=O)c1cccc(C(F)(F)F)c1. Reaction SMILES: [CH2:49]1[CH:50]2[N:51]([CH2:52][CH2:53][NH:54]1)[CH2:55][CH2:56][CH2:57]2.[CH3:38][N:39]([CH3:40])[CH2:41][CH2:42][CH2:43][N:44]=[C:45]=[N:46][CH2:47][CH3:48].[CH3:58][N:59]([CH3:60])[CH:61]=[O:62].[CH:1]([CH3:2])([CH3:3])[N:4]([S:5](=[O:6])(=[O:7])[c:8]1[cH:9][c:10]([C:14]([F:15])([F:16])[F:17])[cH:11][cH:12][cH:13]1)[c:18]1[cH:19][c:20]([C:21](=[O:22])[OH:23])[cH:24][cH:25][cH:26]1.[Cl:63][CH2:64][Cl:65].[Cl:66][CH2:67][Cl:68].[OH2:27].[OH:28][n:29]1[c:30]2[cH:31][cH:32][cH:33][cH:34][c:35]2[n:36][n:37]1>>[CH:1]([CH3:2])([CH3:3])[N:4]([S:5](=[O:6])(=[O:7])[c:8]1[cH:9][c:10]([C:14]([F:15])([F:16])[F:17])[cH:11][cH:12][cH:13]1)[c:18]1[cH:19][c:20]([C:21](=[O:23])[N:54]2[CH2:49][CH:50]3[N:51]([CH2:52][CH2:53]2)[CH2:55][CH2:56][CH2:57]3)[cH:24][cH:25][cH:26]1.